From a dataset of the Open Reaction Database (ORD), a public repository of structured organic reaction records. describe an organic reaction: reactants, conditions, products, and yield The reactants are CN1C(NC(C=2N(C=NC12)C)=O)=O (3,7-dimethylxanthine), ClCCCC=C(C)C (1-chloro-5-methyl-4-hexene), C([O-])([O-])=O.[K+].[K+] (potassium carbonate). Run in CN(C=O)C (dimethylformamide). Yields the product CN1C(N(C(C=2N(C=NC12)C)=O)CCCC=C(C)C)=O (3,7-Dimethyl-1-(5-methyl-4-hexenyl)-xanthine). Reaction SMILES: [CH3:1][N:2]1[C:10]2[N:9]=[CH:8][N:7]([CH3:11])[C:6]=2[C:5](=[O:12])[NH:4][C:3]1=[O:13].Cl[CH2:15][CH2:16][CH2:17][CH:18]=[C:19]([CH3:21])[CH3:20].C(=O)([O-])[O-].[K+].[K+]>CN(C)C=O>[CH3:1][N:2]1[C:10]2[N:9]=[CH:8][N:7]([CH3:11])[C:6]=2[C:5](=[O:12])[N:4]([CH2:15][CH2:16][CH2:17][CH:18]=[C:19]([CH3:21])[CH3:20])[C:3]1=[O:13] |f:2.3.4|. Procedure details: 9.0 g (0.05 mol) of 3,7-dimethylxanthine, 8.0 g (0.06 mol) of 1-chloro-5-methyl-4-hexene and 8.3 g (0.06 mol) of potassium carbonate are stirred in 200 ml of dimethylformamide at 110° C. for 22 hours. After the solvent has been removed in vacuo, 100 ml of 1N sodium hydroxide solution are added and the mixture is extracted thoroughly with methylene chloride. The extract is extracted again by shaking with dilute sodium hydroxide solution, washed with water until neutral, dried and evaporated under... Starting materials: CSCSC(C(=O)OCSC)C1=CC=CC=C1 (α-[[(methylthio)methyl]thio]benzene acetic acid, (methylthio)methyl ester), [OH-].[Na+] (sodium hydroxide). The solvent is C(C)O (ethanol). Run at time 8 hour. The product is CSCSC(C(=O)O)C1=CC=CC=C1 (α-[[(methylthio)methyl]thio]benzeneacetic acid). Reaction SMILES: [CH3:1][S:2][CH2:3][S:4][CH:5]([C:12]1[CH:17]=[CH:16][CH:15]=[CH:14][CH:13]=1)[C:6]([O:8]CSC)=[O:7].[OH-].[Na+]>C(O)C>[CH3:1][S:2][CH2:3][S:4][CH:5]([C:12]1[CH:17]=[CH:16][CH:15]=[CH:14][CH:13]=1)[C:6]([OH:8])=[O:7] |f:1.2|. Reported procedure: 2.9 gms. of DL-α-[[(methylthio)methyl]thio]benzene acetic acid, (methylthio)methyl ester are dissolved in 10 ml. of ethanol. 20 ml. of 1 N alcoholic sodium hydroxide solution are added and the mixture is permitted to stand overnight. This is then concentrated, the residue is dissolved in water, the aqueous solution is extracted once with ether, then acidificed and the oil is extracted with ether. After drying with magnesium sulfate and evaporating the solvent 1.8 gms. of DL-α-[[(methylthio)methy... Reactants: C(C1=CC=CC=C1)OC(C1=CN=C(C=C1)C(CBr)=O)=O (6-(2-bromo-acetyl)-nicotinic acid benzyl ester), NC(=S)N (thiourea), CC(=O)[O-].[Na+] (NaOAc). Solvent: CCO (EtOH). Conditions: time 8 hour. The product is crude product, C(C1=CC=CC=C1)OC(C1=CN=C(C=C1)C=1N=C(SC1)N)=O (6-(2-Amino-thiazol-4-yl)-nicotinic acid benzyl ester). As a reaction SMILES: [CH2:1]([O:8][C:9](=[O:20])[C:10]1[CH:15]=[CH:14][C:13]([C:16](=O)[CH2:17]Br)=[N:12][CH:11]=1)[C:2]1[CH:7]=[CH:6][CH:5]=[CH:4][CH:3]=1.[NH2:21][C:22]([NH2:24])=[S:23].CC([O-])=O.[Na+]>CCO>[CH2:1]([O:8][C:9](=[O:20])[C:10]1[CH:15]=[CH:14][C:13]([C:16]2[N:21]=[C:22]([NH2:24])[S:23][CH:17]=2)=[N:12][CH:11]=1)[C:2]1[CH:7]=[CH:6][CH:5]=[CH:4][CH:3]=1 |f:2.3|. Procedure: A mixture of 6-(2-bromo-acetyl)-nicotinic acid benzyl ester (0.16 g, 0.48 mmol), thiourea (0.0.038 g), and NaOAc (0.051 g) in EtOH (6 mL) was stirred at room temperature overnight. The mixture was concentrated in vacuo to give the crude product 6-(2-Amino-thiazol-4-yl)-nicotinic acid benzyl ester. The reactants are OCC=1C=C(C=CC1)NC(C)=O (N-(3-hydroxymethylphenyl)acetamide), ClCCCOC (1-chloro-3-methoxypropane). Yields the product OCC=1C=C(C=CC1)N(C(C)=O)CCCOC (N-(3-Hydroxymethylphenyl)-N-(3-methoxypropyl)acetamide). As a reaction SMILES: [OH:1][CH2:2][C:3]1[CH:4]=[C:5]([NH:9][C:10](=[O:12])[CH3:11])[CH:6]=[CH:7][CH:8]=1.Cl[CH2:14][CH2:15][CH2:16][O:17][CH3:18]>>[OH:1][CH2:2][C:3]1[CH:4]=[C:5]([N:9]([CH2:14][CH2:15][CH2:16][O:17][CH3:18])[C:10](=[O:12])[CH3:11])[CH:6]=[CH:7][CH:8]=1. Procedure details: Analogously to Example 8c, 0.40 g of N-(3-hydroxymethylphenyl)acetamide and 0.978 ml of 1-chloro-3-methoxypropane are reacted. The title compound is obtained as a beige oil. Rf=0.17 (6:1 EtOAc-heptane); Rt=2.55. Reactants: CCCCBr, C1=CC(OCc2ccccc2)=C2N=C3CCCCC3=C2C1. Product: CCCCC1C=CC(OCc2ccccc2)=C2N=C3CCCCC3=C21. RXN SMILES: [Br:22][CH2:23][CH2:24][CH2:25][CH3:26].[c:1]1([CH2:7][O:8][C:9]2=[C:17]3[C:13](=[C:14]4[C:15](=[N:16]3)[CH2:18][CH2:19][CH2:20][CH2:21]4)[CH2:12][CH:11]=[CH:10]2)[cH:2][cH:3][cH:4][cH:5][cH:6]1>>[c:1]1([CH2:7][O:8][C:9]2=[C:17]3[C:13](=[C:14]4[C:15](=[N:16]3)[CH2:18][CH2:19][CH2:20][CH2:21]4)[CH:12]([CH2:23][CH2:24][CH2:25][CH3:26])[CH:11]=[CH:10]2)[cH:2][cH:3][cH:4][cH:5][cH:6]1.